From a dataset of the Open Reaction Database (ORD), a public repository of structured organic reaction records. describe an organic reaction: reactants, conditions, products, and yield Reactants: Example 8 ( 1 ), NC1=C(C(=O)C2=C(C=CC=C2)Cl)C=C(C=C1)Cl (2-amino-2',5-dichlorobenzophenone), O=C1CCC(O1)C(=O)Cl (5-oxotetrahydrofuran-2-carbonyl chloride). Yields the product ClC1=C(C=CC=C1)C(C1=C(C=CC(=C1)Cl)NC(=O)C1OC(CC1)=O)=O (2',5-dichloro-2-(5-oxotetrahydrofuran-2-carbonyl) aminobenzophenone). Reaction SMILES: [NH2:1][C:2]1[CH:16]=[CH:15][C:14]([Cl:17])=[CH:13][C:3]=1[C:4]([C:6]1[CH:11]=[CH:10][CH:9]=[CH:8][C:7]=1[Cl:12])=[O:5].[O:18]=[C:19]1[O:23][CH:22]([C:24](Cl)=[O:25])[CH2:21][CH2:20]1>>[Cl:12][C:7]1[CH:8]=[CH:9][CH:10]=[CH:11][C:6]=1[C:4](=[O:5])[C:3]1[CH:13]=[C:14]([Cl:17])[CH:15]=[CH:16][C:2]=1[NH:1][C:24]([CH:22]1[CH2:21][CH2:20][C:19](=[O:18])[O:23]1)=[O:25]. Reported procedure: In substantially the same manner as in Example 8 (1), 15 g of 2-amino-2',5-dichlorobenzophenone was allowed to react with 5-oxotetrahydrofuran-2-carbonyl chloride to afford 18.1 g of 2',5-dichloro-2-(5-oxotetrahydrofuran-2-carbonyl) aminobenzophenone, m.p. 170° C.-173° C. Reactants: CC(C)C(NC(=O)OCc1ccccc1)C(=O)O, CN(C)c1ccncc1, C(=NC1CCCCC1)=NC1CCCCC1, OCC(O)CO. Product: CC(C)C(NC(=O)OCc1ccccc1)C(=O)OCC(O)CO. Reaction SMILES: [C:1](=[O:2])([O:3][CH2:4][c:5]1[cH:6][cH:7][cH:8][cH:9][cH:10]1)[NH:11][CH:12]([CH:13]([CH3:14])[CH3:15])[C:16](=[O:17])[OH:18].[CH3:40][N:41]([CH3:42])[c:43]1[cH:44][cH:45][n:46][cH:47][cH:48]1.[CH:25]1([N:26]=[C:27]=[N:28][CH:29]2[CH2:30][CH2:31][CH2:32][CH2:33][CH2:34]2)[CH2:35][CH2:36][CH2:37][CH2:38][CH2:39]1.[OH:19][CH2:20][CH:21]([OH:22])[CH2:23][OH:24]>>[C:1](=[O:2])([O:3][CH2:4][c:5]1[cH:6][cH:7][cH:8][cH:9][cH:10]1)[NH:11][CH:12]([CH:13]([CH3:14])[CH3:15])[C:16](=[O:17])[O:18][CH2:23][CH:21]([CH2:20][OH:19])[OH:22]. The reactants are OCCCN1N=CC(=C1)C=1C=CC(=C2C(N(CC12)C)=O)NC1=NC(=NC=C1C(F)(F)F)NC1=C(C=C(CP(OCC)(OCC)=O)C=C1)OC (diethyl (4-{[4-({7-[1-(3-hydroxypropyl)-1H-pyrazol-4-yl]-2-methyl-3-oxo-2,3-dihydro-1H-isoindol-4-yl}amino)-5-(trifluoromethyl)pyrimidin-2-yl]amino}-3-methoxybenzyl)phosphonate), NC1=CC=C(C(=C1C(=O)NC)F)C=1C=NN(C1)CCCO (6-amino-2-fluoro-3-[1-(3-hydroxypropyl)-1H-pyrazol-4-yl]-N-methylbenzamide). Yields the product FC=1C(=C(C=CC1C=1C=NN(C1)CCCO)NC1=NC(=NC=C1C(F)(F)F)NC1=C(C=C(CP(OCC)(OCC)=O)C=C1)OC)C(NC)=O (Diethyl (4-{[4-({3-fluoro-4-[1-(3-hydroxypropyl)-1H-pyrazol-4-yl]-2-(methylcarbamoyl)phenyl}amino)-5-(trifluoromethyl)pyrimidin-2-yl]amino}-3-methoxy benzyl)phosphonate). Isolated yield 30.0%. Reaction SMILES: [OH:1][CH2:2][CH2:3][CH2:4][N:5]1[CH:9]=[C:8]([C:10]2[CH:11]=[CH:12][C:13]([NH:21][C:22]3[C:27]([C:28]([F:31])([F:30])[F:29])=[CH:26][N:25]=[C:24]([NH:32][C:33]4[CH:47]=[CH:46][C:36]([CH2:37][P:38](=[O:45])([O:42][CH2:43][CH3:44])[O:39][CH2:40][CH3:41])=[CH:35][C:34]=4[O:48][CH3:49])[N:23]=3)=[C:14]3[C:18]=2[CH2:17][N:16](C)[C:15]3=[O:20])[CH:7]=[N:6]1.NC1C(C(NC)=O)=C([F:61])C(C2C=NN(CCCO)C=2)=CC=1>>[F:61][C:18]1[C:14]([C:15](=[O:20])[NH:16][CH3:17])=[C:13]([NH:21][C:22]2[C:27]([C:28]([F:30])([F:31])[F:29])=[CH:26][N:25]=[C:24]([NH:32][C:33]3[CH:47]=[CH:46][C:36]([CH2:37][P:38](=[O:45])([O:42][CH2:43][CH3:44])[O:39][CH2:40][CH3:41])=[CH:35][C:34]=3[O:48][CH3:49])[N:23]=2)[CH:12]=[CH:11][C:10]=1[C:8]1[CH:7]=[N:6][N:5]([CH2:4][CH2:3][CH2:2][OH:1])[CH:9]=1. Procedure details: Prepared analogously to Compound 1B replacing compound 1C with 6-amino-2-fluoro-3-[1-(3-hydroxypropyl)-1H-pyrazol-4-yl]-N-methylbenzamide (281 mg, 961 μmol) to afford 204 mg of the title compound (30%). 1H NMR (400 MHz, CD3OD) δ=8.32 (s, 1H), 8.15 (d, J=1.8 Hz, 1H), 7.94-8.01 (m, 2H), 7.89 (d, J=8.1 Hz, 1H), 7.73 (t, J=8.6 Hz, 1H), 6.98 (t, J=2.0 Hz, 1H), 6.77 (d, J=8.1 Hz, 1H), 4.32 (t, J=7.0 Hz, 2H), 3.97-4.07 (m, 4H), 3.89 (s, 3H), 3.55-3.60 (m, 2H), 3.24 (s, 1H), 3.19 (s, 1H), 2.91 (s, 3H), ... RXN SMILES: [C:23]([CH3:24])([CH3:25])([CH3:26])[O:27][C:28]([CH2:29][NH2:30])=[O:31].[CH2:41]1[O:42][CH2:43][CH2:44][O:45][CH2:46]1.[CH:32]([N:33]([CH2:34][CH3:35])[CH:36]([CH3:37])[CH3:38])([CH3:39])[CH3:40].[Cl:1][c:2]1[cH:3][cH:4][c:5]2[c:10]([c:11]1[Cl:12])[C:9]([CH3:13])([CH3:14])[C:8](=[O:15])[C:7]([C:16](=[O:17])[O:18][CH2:19][CH3:20])=[C:6]2[OH:21].[ClH:22].[OH2:47]>>[Cl:1][c:2]1[cH:3][cH:4][c:5]2[c:10]([c:11]1[Cl:12])[C:9]([CH3:13])([CH3:14])[C:8](=[O:15])[C:7]([C:16](=[O:17])[NH:30][CH2:29][C:28]([O:27][C:23]([CH3:24])([CH3:25])[CH3:26])=[O:31])=[C:6]2[OH:21]. The product is CC(C)(C)OC(=O)CNC(=O)C1=C(O)c2ccc(Cl)c(Cl)c2C(C)(C)C1=O. Reactants: CC(C)(C)OC(=O)CN, C1COCCO1, CCN(C(C)C)C(C)C, CCOC(=O)C1=C(O)c2ccc(Cl)c(Cl)c2C(C)(C)C1=O, Cl, O.